The task is: describe an organic reaction: reactants, conditions, products, and yield. This data is from the Open Reaction Database (ORD), a public repository of structured organic reaction records. The product is FC1(CCC(CC1)CC(C(=O)NC=1SC2=NC(=CC=C2N1)OC)C1=CC=2NC3=CC=CC=C3S(C2C=C1)(=O)=O)F (3-(4,4-difluorocyclohexyl)-2-(5,5-dioxo-5,10-dihydrophenothiazin-2-yl)-N-(5-methoxythiazolo[5,4-b]pyridin-2-yl)propionamide). Starting materials: C(C)OC(=O)CC1=CC=2N(C3=CC=CC=C3S(C2C=C1)(=O)=O)C(=O)OC(C)(C)C (tert-butyl 2-ethoxycarbonylmethyl-5,5-dioxo-5H-phenothiazine-10-carboxylate), FC1(CCC(CC1)CI)F (1,1-difluoro-4-iodomethylcyclohexane), FC1(CCC(CC1)C(=O)OCC)F (ethyl 4,4-difluorocyclohexanecarboxylate), [I-] (iodide), COC1=CC=C2C(=N1)SC(=N2)N (5-methoxy-thiazolo[5,4-b]pyridin-2-ylamine). Reaction SMILES: C([O:3][C:4]([CH2:6][C:7]1[CH:20]=[CH:19][C:18]2[S:17](=[O:22])(=[O:21])[C:16]3[C:11](=[CH:12][CH:13]=[CH:14][CH:15]=3)[N:10](C(OC(C)(C)C)=O)[C:9]=2[CH:8]=1)=O)C.[F:30][C:31]1([F:39])[CH2:36][CH2:35][CH:34]([CH2:37]I)[CH2:33][CH2:32]1.FC1(F)CCC(C(OCC)=O)CC1.[I-].[CH3:54][O:55][C:56]1[N:61]=[C:60]2[S:62][C:63]([NH2:65])=[N:64][C:59]2=[CH:58][CH:57]=1>>[F:30][C:31]1([F:39])[CH2:36][CH2:35][CH:34]([CH2:37][CH:6]([C:7]2[CH:20]=[CH:19][C:18]3[S:17](=[O:22])(=[O:21])[C:16]4[C:11](=[CH:12][CH:13]=[CH:14][CH:15]=4)[NH:10][C:9]=3[CH:8]=2)[C:4]([NH:65][C:63]2[S:62][C:60]3[C:59]([N:64]=2)=[CH:58][CH:57]=[C:56]([O:55][CH3:54])[N:61]=3)=[O:3])[CH2:33][CH2:32]1. Reported procedure: Analogously to Example 36 and Example 44, tert-butyl 2-ethoxycarbonylmethyl-5,5-dioxo-5H-phenothiazine-10-carboxylate, 1,1-difluoro-4-iodomethylcyclohexane (prepared from commercially available ethyl 4,4-difluorocyclohexanecarboxylate analogously to the synthesis of the iodide described in Example 40) and 5-methoxy-thiazolo[5,4-b]pyridin-2-ylamine give 3-(4,4-difluorocyclohexyl)-2-(5,5-dioxo-5,10-dihydrophenothiazin-2-yl)-N-(5-methoxythiazolo[5,4-b]pyridin-2-yl)propionamide. The reactants are COC=1C=C(C=CC1OC)CC(=O)OC (methyl 3,4-dimethoxyphenylacetate), CC=1C=C(C=CC1)CCN (2-(3-methylphenyl) ethylamine), amide. The solvent is CO (methanol). Yields the product COC=1C=C(CNCCC2=CC(=CC=C2)C)C=CC1OC (N-(3,4-dimethoxybenzyl)-2-(3-methylphenyl) ethylamine). Isolated yield 74.0%. RXN SMILES: [CH3:1][O:2][C:3]1[CH:4]=[C:5]([CH2:11]C(OC)=O)[CH:6]=[CH:7][C:8]=1[O:9][CH3:10].[CH3:16][C:17]1[CH:18]=[C:19]([CH2:23][CH2:24][NH2:25])[CH:20]=[CH:21][CH:22]=1>CO>[CH3:1][O:2][C:3]1[CH:4]=[C:5]([CH:6]=[CH:7][C:8]=1[O:9][CH3:10])[CH2:11][NH:25][CH2:24][CH2:23][C:19]1[CH:20]=[CH:21][CH:22]=[C:17]([CH3:16])[CH:18]=1. Reported procedure: A solution of methyl 3,4-dimethoxyphenylacetate (18.5 g, 0.088 mole) and 2-(3-methylphenyl) ethylamine was heated at 180° for 1 h. The crude amide was dissolved in 50 ml of methanol and precipitated as fine needles with 150 ml of hexane to give the title compound (20.4 g, 74%). The mother liquor deposited more material which was recrystallized from toluene (charcoal) to give an additional 4.7 g (17%) of amide. The total yield of N-(3,4-dimethoxyphenylacetyl)-2-(3-methylphenyl) ethylamine, mp 101... Reactants: FC(C(=O)O)(F)F (trifluoroacetic acid), C(C)(C)(C)OC(=O)N1CC(CC1)CC(N(C)C)=O (3-dimethylcarbamoylmethyl-pyrrolidine-1-carboxylic acid tert-butyl ester), ClC1=NC(=NC(=N1)Cl)OC (2,4-dichloro-6-methoxy-[1,3,5]triazine), CN1CCOCC1 (N-methyl morpholine), crude material, CNC (dimethylamine). Solvent: O1CCCC1 (tetrahydrofuran), O (Water), ClCCl (dichloromethane), O1CCCC1 (tetrahydrofuran). Run at time 1 hour. Yields the product CN(C(CC1CNCC1)=O)C (N,N-dimethyl-2-pyrrolidin-3-yl-acetamide). The yield is 77.8%. As a reaction SMILES: C(OC([N:8]1[CH2:12][CH2:11][CH:10]([CH2:13][C:14](=[O:18])[N:15]([CH3:17])[CH3:16])[CH2:9]1)=O)(C)(C)C.ClC1N=C(Cl)N=C(OC)N=1.CN1CCOCC1.CNC.FC(F)(F)C(O)=O>O1CCCC1.ClCCl.O>[CH3:17][N:15]([CH3:16])[C:14](=[O:18])[CH2:13][CH:10]1[CH2:11][CH2:12][NH:8][CH2:9]1. Procedure details: To a solution of 3-dimethylcarbamoylmethyl-pyrrolidine-1-carboxylic acid tert-butyl ester (1.0 g, 4.36 mmol) in tetrahydrofuran (20 ml) was added 2,4-dichloro-6-methoxy-[1,3,5]triazine (765 mg, 4.36 mmol) and N-methyl morpholine (1.44 ml, 13 mmol). The mixture was stirred at room temperature for 1 hour. A dimethylamine solution in tetrahydrofuran (11 ml, 2.0 M, 21.3 mmol) was added in one portion. The mixture was stirred at room temperature for 15 hours. Water (2.0 mL) was added, and the mixture... Reactants: C(C1=CC=CC=C1)C1=CC2=C(NC(N2)=S)C=C1 (5-benzyl-benzimidazoline-2-thione), [Na] (sodium), ClCC(C)=O (chloroacetone). Run in C(C)O (ethanol). Conditions: time 1 hour. Yields the product C(C1=CC=CC=C1)C1=CC2=C(N=C(N2)SCC(C)=O)C=C1 (1-((5-benzyl-2-benzimidazolyl)thio)-2-propanone). As a reaction SMILES: [Na].[CH2:2]([C:9]1[CH:18]=[CH:17][C:12]2[NH:13][C:14](=[S:16])[NH:15][C:11]=2[CH:10]=1)[C:3]1[CH:8]=[CH:7][CH:6]=[CH:5][CH:4]=1.Cl[CH2:20][C:21](=[O:23])[CH3:22]>C(O)C>[CH2:2]([C:9]1[CH:18]=[CH:17][C:12]2[N:13]=[C:14]([S:16][CH2:20][C:21](=[O:23])[CH3:22])[NH:15][C:11]=2[CH:10]=1)[C:3]1[CH:4]=[CH:5][CH:6]=[CH:7][CH:8]=1 |^1:0|. Procedure: 0.46 g of sodium metal are dissolved in ethanol, then 2.4 g (10 mmoles) of 5-benzyl-benzimidazoline-2-thione are added to this solution under heating. Then 2.4 ml (30 mmoles) of chloroacetone are added dropwise. The reaction mixture is boiled for 1 hour, evaporated, then 40 ml benzene and 20 ml of aqueous 1N sodium hydroxide solution are added. The phases are separated, and the distillation residue of the benzene solution is crytallized with ether. Thereafter the title product thus obtained is r... Reactants: CC1=CC2=C(CNCC2O)S1 (2-methyl-4,5,6,7-tetrahydrothieno[2,3-c]pyridin-4-ol), ClC=1C=C(C=CC1Cl)F (3,4-dichloro-1-fluorobenzene). Product: Cl.ClC=1C=C(C=CC1Cl)OC1C2=C(CNC1)SC(=C2)C (4-(3,4-Dichlorophenyloxy)-2-methyl-4,5,6,7-tetrahydrothieno[2,3-c]pyridine hydrochloride). As a reaction SMILES: [CH3:1][C:2]1[S:11][C:5]2[CH2:6][NH:7][CH2:8][CH:9]([OH:10])[C:4]=2[CH:3]=1.[Cl:12][C:13]1[CH:14]=[C:15](F)[CH:16]=[CH:17][C:18]=1[Cl:19]>>[ClH:12].[Cl:12][C:13]1[CH:14]=[C:15]([O:10][CH:9]2[CH2:8][NH:7][CH2:6][C:5]3[S:11][C:2]([CH3:1])=[CH:3][C:4]2=3)[CH:16]=[CH:17][C:18]=1[Cl:19] |f:2.3|. Procedure: The same method as in Example 3 was conducted using 2-methyl-4,5,6,7-tetrahydrothieno[2,3-c]pyridin-4-ol (Reference Example 8) instead of 6-methyl-4,5,6,7-tetrahydrothieno[2,3-c]pyridin-4-ol (Reference Example 6) and was conducted using 3,4-dichloro-1-fluorobenzene instead of 1,3-difluorobenzene to give the objective compound. Starting materials: CC(C)(C)[Si](O[C@@H]1C(N(CC1)CC#C)=O)(C)C ((S)-3-[[(1,1-dimethylethyl)dimethylsilyl]oxy]-1-propargyl-2pyrrolidinone), C=O (paraformaldehyde), C(C)NCC (diethylamine), cuprous chloride. Run in C(C)(=O)O (acetic acid). Conditions: time 15 minute. Product: C(C)N(CC#CCN1C([C@H](CC1)O[Si](C)(C)C(C)(C)C)=O)CC ((S)-1-[4-(diethylamino)-2-butynyl]-3-[[(1,1-dimethylethyl)dimethylsily]oxy]-2-pyrrolidinone). As a reaction SMILES: [CH3:1][C:2]([Si:5]([CH3:17])([CH3:16])[O:6][C@H:7]1[CH2:11][CH2:10][N:9]([CH2:12][C:13]#[CH:14])[C:8]1=[O:15])([CH3:4])[CH3:3].[CH2:18]=O.[CH2:20]([NH:22][CH2:23][CH3:24])[CH3:21]>C(O)(=O)C>[CH2:20]([N:22]([CH2:23][CH3:24])[CH2:18][C:14]#[C:13][CH2:12][N:9]1[CH2:10][CH2:11][C@H:7]([O:6][Si:5]([C:2]([CH3:1])([CH3:3])[CH3:4])([CH3:17])[CH3:16])[C:8]1=[O:15])[CH3:21]. Reported procedure: A mixture of 3.0 g of (S)-3-[[(1,1-dimethylethyl)dimethylsilyl]oxy]-1-propargyl-2pyrrolidinone, 0.9 g of paraformaldehyde, 2.5 ml of diethylamine, 3.5 ml of acetic acid and 0.050 g of cuprous chloride is stirred at room temperature for 15 minutes, followed by heating at reflux temperature for 30 minutes. The reaction is cooled, concentrated in vacuo, made basic (pH 10) with ammonium hydroxide and partitioned between methylene chloride and water. The layers are separated, the aqueous layer reextr... The reactants are C1OCC2=CC=CC=C12 (1,3-dihydroisobenzofuran), C(C1=CC=CC=C1)N1CCC(CC1)C=O (1-benzylpiperidine-4-carboxaldehyde), C(C)(=O)OCC (ethyl acetate), O (Water). The solvent is O1CCCC1 (tetrahydrofuran), C(CCC)[Li] (n-butyllithium), O1CCCC1 (tetrahydrofuran). Reaction conditions: temperature -70 celsius, time 1 hour. Product: C(C1=CC=CC=C1)N1CCC(CC1)C(O)C1OCC2=CC=CC=C12 ((1-benzylpiperidin-4-yl)-(1,3-dihydroisobenzofuran-1-yl)methanol). Isolated yield 37.5%. As a reaction SMILES: [CH2:1]1[C:9]2[C:4](=[CH:5][CH:6]=[CH:7][CH:8]=2)[CH2:3][O:2]1.[CH2:10]([N:17]1[CH2:22][CH2:21][CH:20]([CH:23]=[O:24])[CH2:19][CH2:18]1)[C:11]1[CH:16]=[CH:15][CH:14]=[CH:13][CH:12]=1.O.C(OCC)(=O)C>O1CCCC1.C([Li])CCC>[CH2:10]([N:17]1[CH2:22][CH2:21][CH:20]([CH:23]([CH:1]2[C:9]3[C:4](=[CH:5][CH:6]=[CH:7][CH:8]=3)[CH2:3][O:2]2)[OH:24])[CH2:19][CH2:18]1)[C:11]1[CH:16]=[CH:15][CH:14]=[CH:13][CH:12]=1. Procedure details: After dissolving 591 mg of 1,3-dihydroisobenzofuran in 10 ml of tetrahydrofuran, 3.9 ml of n-butyllithium (1.5 M, n-hexane solution) was added thereto at −70° C. under a nitrogen atmosphere, the mixture was stirred for 1 hour, and then a solution of 1 g of 1-benzylpiperidine-4-carboxaldehyde in tetrahydrofuran (5 ml) was added dropwise and the mixture was stirred for 1 hour. Water was added to the reaction solution, extraction was performed with ethyl acetate, the extract was dried over anhydrou... Reaction SMILES: [H-].[Na+].[OH:3][C@:4]1([C:22]2[CH:27]=[CH:26][C:25]([C:28]3[CH:33]=[CH:32][CH:31]=[CH:30][C:29]=3[CH:34]=[CH2:35])=[CH:24][CH:23]=2)[CH2:8][N:7]([C:9]([O:11][CH2:12][CH2:13][Si:14]([CH3:17])([CH3:16])[CH3:15])=[O:10])[C@H:6]([C:18]([O:20][CH3:21])=[O:19])[CH2:5]1.[CH3:36]I>CN(C=O)C>[CH3:36][O:3][C@:4]1([C:22]2[CH:23]=[CH:24][C:25]([C:28]3[CH:33]=[CH:32][CH:31]=[CH:30][C:29]=3[CH:34]=[CH2:35])=[CH:26][CH:27]=2)[CH2:8][N:7]([C:9]([O:11][CH2:12][CH2:13][Si:14]([CH3:17])([CH3:16])[CH3:15])=[O:10])[C@H:6]([C:18]([O:20][CH3:21])=[O:19])[CH2:5]1 |f:0.1|. Reactants: [H-].[Na+] (Sodium hydride), O[C@]1(C[C@H](N(C1)C(=O)OCC[Si](C)(C)C)C(=O)OC)C1=CC=C(C=C1)C1=C(C=CC=C1)C=C ((2S,4R)-2-methyl 1-(2-(trimethylsilyl)ethyl) 4-hydroxy-4-(2′-vinylbiphenyl-4-yl)pyrrolidine-1,2-dicarboxylate), CI (methyl iodide). Isolated yield 31.1%. Run in CN(C)C=O (DMF). The product is CO[C@]1(C[C@H](N(C1)C(=O)OCC[Si](C)(C)C)C(=O)OC)C1=CC=C(C=C1)C1=C(C=CC=C1)C=C ((2S,4R)-2-methyl 1-(2-(trimethylsilyl)ethyl) 4-methoxy-4-(2′-vinylbiphenyl-4-yl)pyrrolidine-1,2-dicarboxylate). Reported procedure: Sodium hydride (60% in oil) (0.08 g, 1.925 mmol) was added to a solution of (2S,4R)-2-methyl 1-(2-(trimethylsilyl)ethyl) 4-hydroxy-4-(2′-vinylbiphenyl-4-yl)pyrrolidine-1,2-dicarboxylate (0.5 g, 1.069 mmol) and methyl iodide (0.12 mL, 1.925 mmol) at 0° C. in DMF. This was stirred at 0° C. for 3 hrs. The reaction was then quenched with a saturated NH4Cl solution and ether. The ether layer was washed with brine, dried over MgSO4, filtered and evaporated to give crude material. The crude material wa... Run at temperature 0 celsius, time 3 hour. Starting materials: C1(CCC1)COC1=C2C=C(NC2=CC=C1)C(=O)O (4-Cyclobutylmethoxy-1H-indole-2-carboxylic acid), COC1=NC=CC=C1CCO (2-(2-methoxy-pyridin-3-yl)-ethanol), C(C)OC(=O)C=1NC2=CC=CC(=C2C1)O (4-hydroxy-1H-indole-2-carboxylic acid ethyl ester). Yields the product COC1=NC=CC=C1CCOC1=C2C=C(NC2=CC=C1)C(=O)O (4-[2-(2-methoxy-pyridin-3-yl)-ethoxy]-1H-indole-2-carboxylic acid). RXN SMILES: [CH:1]1([CH2:5][O:6][C:7]2[CH:15]=[CH:14][CH:13]=[C:12]3[C:8]=2[CH:9]=[C:10]([C:16]([OH:18])=[O:17])[NH:11]3)[CH2:4][CH2:3][CH2:2]1.[CH3:19][O:20][C:21]1C(CCO)=CC=[CH:23][N:22]=1.C(OC(C1NC2C(C=1)=C(O)C=CC=2)=O)C>>[CH3:19][O:20][C:21]1[C:4]([CH2:1][CH2:5][O:6][C:7]2[CH:15]=[CH:14][CH:13]=[C:12]3[C:8]=2[CH:9]=[C:10]([C:16]([OH:18])=[O:17])[NH:11]3)=[CH:3][CH:2]=[CH:23][N:22]=1. Procedure: 4-[2-(2-Methoxy-pyridin-3-yl)-ethoxy]-1H-indole-2-carboxylic acid (16m) is synthesized analogous to 16a from 4-[2-(2-methoxy-pyridin-3-yl)-ethanol and 4-hydroxy-1H-indole-2-carboxylic acid ethyl ester. Reactants: [BH4-], CO, CN(C)C=O, COc1cc(-c2csc3c(-c4ccc(C=O)cc4)cnc(N)c23)ccc1NC(=O)c1cc2ccccc2n1C, [Na+], [Na+], [Na+], O=C([O-])[O-]. Yields the product COc1cc(-c2csc3c(-c4ccc(CO)cc4)cnc(N)c23)ccc1NC(=O)c1cc2ccccc2n1C. Reaction SMILES: [BH4-:40].[CH3:42][OH:43].[CH3:44][N:45]([CH3:46])[CH:47]=[O:48].[NH2:1][c:2]1[n:3][cH:4][c:5](-[c:32]2[cH:33][cH:34][c:35]([CH:38]=[O:39])[cH:36][cH:37]2)[c:6]2[c:7]1[c:8](-[c:11]1[cH:12][c:13]([O:30][CH3:31])[c:14]([NH:17][C:18](=[O:19])[c:20]3[n:21]([CH3:29])[c:22]4[cH:23][cH:24][cH:25][cH:26][c:27]4[cH:28]3)[cH:15][cH:16]1)[cH:9][s:10]2.[Na+:41].[Na+:49].[Na+:50].[O-:51][C:52](=[O:53])[O-:54]>>[NH2:1][c:2]1[n:3][cH:4][c:5](-[c:32]2[cH:33][cH:34][c:35]([CH2:38][OH:39])[cH:36][cH:37]2)[c:6]2[c:7]1[c:8](-[c:11]1[cH:12][c:13]([O:30][CH3:31])[c:14]([NH:17][C:18](=[O:19])[c:20]3[n:21]([CH3:29])[c:22]4[cH:23][cH:24][cH:25][cH:26][c:27]4[cH:28]3)[cH:15][cH:16]1)[cH:9][s:10]2.